From a dataset of the Open Reaction Database (ORD), a public repository of structured organic reaction records. describe an organic reaction: reactants, conditions, products, and yield Starting materials: Cl (hydrochloric acid), FC1=C(C2CO2)C(=C(C(=C1F)F)F)F ((+)-2,3,4,5,6-pentafluorostyrene oxide), solution, C[Al](C)C (trimethylaluminum). Solvent: ClCCl (dichloromethane), CCCCCC (hexane). Product: FC1=C(C(=C(C(=C1C(CO)C)F)F)F)F ((+)-2-(pentafluorophenyl)-1-propanol). Reaction SMILES: [F:1][C:2]1[C:10]([F:11])=[C:9]([F:12])[C:8]([F:13])=[C:7]([F:14])[C:3]=1[CH:4]1[O:6][CH2:5]1.[CH3:15][Al](C)C.Cl>ClCCl.CCCCCC>[F:1][C:2]1[C:3]([CH:4]([CH3:15])[CH2:5][OH:6])=[C:7]([F:14])[C:8]([F:13])=[C:9]([F:12])[C:10]=1[F:11]. Procedure details: A solution of 10.5 g of (+)-2,3,4,5,6-pentafluorostyrene oxide (over 95%ee) in 50 ml of dichloromethane was added dropwise to 100 ml of a 1.0M solution of trimethylaluminum in hexane, and was reacted for 40 hours at room temperature. This reaction mixture was poured into 100 ml of 1N hydrochloric acid. After the aqueous layer was extracted with ether, the total organic solution was dried over magnesium sulfate. The solvent was distilled out under reduced pressure, and the subsequent distillation... Starting materials: CCO, NCCNCCCNCCN, O=C1OC(=O)c2c3ccccc3cc3cccc1c23. Yields the product NCCNCCCNCCN1C(=O)c2cccc3cc4ccccc4c(c23)C1=O. RXN SMILES: [CH3:31][CH2:32][OH:33].[NH2:1][CH2:2][CH2:3][NH:4][CH2:5][CH2:6][CH2:7][NH:8][CH2:9][CH2:10][NH2:11].[c:12]12[cH:13][cH:14][cH:15][c:16]3[cH:17][c:18]4[cH:19][cH:20][cH:21][cH:22][c:23]4[c:24]([c:25]13)[C:26](=[O:27])[O:28][C:29]2=[O:30]>>[NH2:1][CH2:2][CH2:3][NH:4][CH2:5][CH2:6][CH2:7][NH:8][CH2:9][CH2:10][N:11]1[C:26](=[O:27])[c:24]2[c:23]3[c:18]([cH:17][c:16]4[cH:15][cH:14][cH:13][c:12]([c:25]42)[C:29]1=[O:28])[cH:19][cH:20][cH:21][cH:22]3. Reactants: CS(=O)C1=CC=C(C=C1)OCCF (2-fluoroethyl 4-methylsulfinylphenyl ether), Compound 80, ClC1=CC(=CC=C1)C(=O)OO (3-chloroperbenzoic acid), N1=C(C=CC=C1C)C (2,6-lutidine), FC(C(=O)OC(C(F)(F)F)=O)(F)F (trifluoroacetic anhydride). Run in C(C)#N (acetonitrile). Product: SC1=CC=C(C=C1)OCCF (2-fluoroethyl 4-mercaptophenyl ether). Isolated yield 9.5%. Reaction SMILES: C[S:2]([C:4]1[CH:9]=[CH:8][C:7]([O:10][CH2:11][CH2:12][F:13])=[CH:6][CH:5]=1)=O.ClC1C=CC=C(C(OO)=O)C=1.N1C(C)=CC=CC=1C.FC(F)(F)C(OC(=O)C(F)(F)F)=O>C(#N)C>[SH:2][C:4]1[CH:5]=[CH:6][C:7]([O:10][CH2:11][CH2:12][F:13])=[CH:8][CH:9]=1. Procedure: In a manner similar to Sugihara et al. (Synthesis, p 881 (1978)), the reaction of 8.7 grams (0.043 mole) of 2-fluoroethyl 4-methylsulfinylphenyl ether (Compound 80, prepared by the method of Example 4 using one equivalent of 3-chloroperbenzoic acid), 10.0 ml (0.086 mole) of 2,6-lutidine and 12.2 ml (0.086 mole) of trifluoroacetic anhydride in 160 ml of dry acetonitrile yielded 0.7 gram of 2-fluoroethyl 4-mercaptophenyl ether as an oil. Starting materials: 6,221,894 B1, CCN(C(C)C)C(C)C (DIPEA), ClC1=NC=C(C(=N1)Cl)C#N (2,4-dichloropyrimidine-5-carbonitrile), NC(C(=O)NCC(F)(F)F)(C)C (2-amino-2-methyl-N-(2,2,2-trifluoroethyl)propanamide). The solvent is C1CCOC1 (THF). Reaction conditions: temperature 90 celsius. Product: ClC1=NC(=NC=C1C#N)NC(C(=O)NCC(F)(F)F)(C)C (2-(4-chloro-5-cyanopyrimidin-2-ylamino)-2-methyl-N-(2,2,2-trifluoroethyl)propanamide), solid. The yield is 19.7%. RXN SMILES: Cl[C:2]1[N:7]=[C:6]([Cl:8])[C:5]([C:9]#[N:10])=[CH:4][N:3]=1.[NH2:11][C:12]([CH3:22])([CH3:21])[C:13]([NH:15][CH2:16][C:17]([F:20])([F:19])[F:18])=[O:14].CCN(C(C)C)C(C)C>C1COCC1>[Cl:8][C:6]1[C:5]([C:9]#[N:10])=[CH:4][N:3]=[C:2]([NH:11][C:12]([CH3:22])([CH3:21])[C:13]([NH:15][CH2:16][C:17]([F:18])([F:19])[F:20])=[O:14])[N:7]=1. Reported procedure: 2,4-dichloropyrimidine-5-carbonitrile (E. F. Godefroi, J. Org. Chem., 1962, 27(6), 2264-6) (0.10 g, 0.57 mmol), 2-amino-2-methyl-N-(2,2,2-trifluoroethyl)propanamide. 1TFA (Meinke, Peter T.; Shih, Thomas L.; Fisher, Michael H., U.S. Pat. No. 6,221,894 B1) (0.171 g, 1.14 mmol) and DIPEA (0.39 mL, 2.29 mmol) were combined in anhydrous THF (5 mL) in a sealed tube and heated to 90° C. for 18 hours, before cooling to room temperature. The solvent was evaporated in vacuo and the residue purified by fla... Reactants: BrCCCCOC1=CC2=C(C(=NS2)C2=CC=C(C=C2)Cl)C=C1 (6-(4-Bromo-butoxy)-3-(4-chloro-phenyl)-benzo[d]isothiazole), O[C@H]1CNCC1 ((R)-3-Hydroxypyrrolidine). The product is ClC1=CC=C(C=C1)C1=NSC2=C1C=CC(=C2)OCCCCN2C[C@@H](CC2)O ((3R)-1-{4-[3-(4-Chloro-phenyl)-benzo[d]isothiazol-6-yloxy]-butyl}-pyrrolidin-3-ol). RXN SMILES: Br[CH2:2][CH2:3][CH2:4][CH2:5][O:6][C:7]1[CH:22]=[CH:21][C:10]2[C:11]([C:14]3[CH:19]=[CH:18][C:17]([Cl:20])=[CH:16][CH:15]=3)=[N:12][S:13][C:9]=2[CH:8]=1.[OH:23][C@@H:24]1[CH2:28][CH2:27][NH:26][CH2:25]1>>[Cl:20][C:17]1[CH:18]=[CH:19][C:14]([C:11]2[C:10]3[CH:21]=[CH:22][C:7]([O:6][CH2:5][CH2:4][CH2:3][CH2:2][N:26]4[CH2:27][CH2:28][C@@H:24]([OH:23])[CH2:25]4)=[CH:8][C:9]=3[S:13][N:12]=2)=[CH:15][CH:16]=1. Procedure details: According to the method in example 7, 6-(4-Bromo-butoxy)-3-(4-chloro-phenyl)-benzo[d]isothiazole and (R)-3-Hydroxypyrrolidine were converted to yield (3R)-1-{4-[3-(4-Chloro-phenyl)-benzo[d]isothiazol-6-yloxy]-butyl}-pyrrolidin-3-ol, MS: 403 (MH+, 1Cl). The reactants are C(#N)[BH3-].[Na+] (sodium cyanoborohydride), FC1=CC=C(C=C1)C1(CCC(CC1)=O)O (4-(4-Fluorophenyl)-4-hydroxy-cyclohexanone), C(C)(=O)O (acetic acid), C(C)(C)(C)OC(=O)N[C@H]1CNCC1 ((3R)-(+)-3-(tert-butoxycarbonyl amino) pyrrolidine). The solvent is CC(C)O.C(C)(=O)OCC (2-propanol ethyl acetate), CO (methanol). Conditions: time 2 hour. The product is C(C)(C)(C)OC(=O)N[C@H]1CN(CC1)C1CCC(CC1)(O)C1=CC=C(C=C1)F (4-(3-(3R)-tert-Butoxycarbonylamino-pyrrolidin-1-yl)-1-(4-fluorophenyl)-cyclohexanol). The yield is 55.0%. Reaction SMILES: [F:1][C:2]1[CH:7]=[CH:6][C:5]([C:8]2([OH:15])[CH2:13][CH2:12][C:11](=O)[CH2:10][CH2:9]2)=[CH:4][CH:3]=1.C(O)(=O)C.[C:20]([O:24][C:25]([NH:27][C@@H:28]1[CH2:32][CH2:31][NH:30][CH2:29]1)=[O:26])([CH3:23])([CH3:22])[CH3:21].C([BH3-])#N.[Na+]>CO.CC(O)C.C(OCC)(=O)C>[C:20]([O:24][C:25]([NH:27][C@@H:28]1[CH2:32][CH2:31][N:30]([CH:11]2[CH2:12][CH2:13][C:8]([C:5]3[CH:6]=[CH:7][C:2]([F:1])=[CH:3][CH:4]=3)([OH:15])[CH2:9][CH2:10]2)[CH2:29]1)=[O:26])([CH3:23])([CH3:21])[CH3:22] |f:3.4,6.7|. Reported procedure: To a solution of 4-(4-Fluorophenyl)-4-hydroxy-cyclohexanone (2.0 g, 9.6 mmol) and acetic acid (2.6 ml, 48 mmol) in methanol (60 Ml) was added (3R)-(+)-3-(tert-butoxycarbonyl amino) pyrrolidine (2.6 g, 14.4 mmol). After stirring for 2 hours at room temperature, sodium cyanoborohydride (1M in tetrahydrofuran, 14.4 ml, 14.4 mmol) was added dropwise. The reaction mixture was stirred for 45 minutes, concentrated, diluted with 10% potassium hydrogen sulfate and extracted twice with ether. The aqueous ... Reactants: N1=CC(=CC=C1)C1=CC2CN(C(C1)C2)C(=O)OC(C)(C)C (t-butyl 3-(3-pyridinyl)-6-azabicyclo[3.2.1]oct-2-ene-6-carboxylate), N1=CC(=CC=C1)C=1CC2CN(C(C1)C2)C(=O)OC(C)(C)C (t-butyl 3-(3-pyridinyl)-6-azabicyclo[3.2.1]oct-3-ene-6-carboxylate). Reagents/catalysts: [Pd] (Pd/C). Run in CO (methanol). Reaction conditions: time 48 hour. Product: N1=CC(=CC=C1)C1CC2CNC(C1)C2 (3-(3-pyridinyl)-6-azabicyclo[3.2.1]octane). Reaction SMILES: [N:1]1[CH:6]=[CH:5][CH:4]=[C:3]([C:7]2[CH2:13][CH:12]3[CH2:14][CH:9]([CH2:10][N:11]3C(OC(C)(C)C)=O)[CH:8]=2)[CH:2]=1.N1C=CC=C(C2CC3CC(C=2)N(C(OC(C)(C)C)=O)C3)C=1>CO.[Pd]>[N:1]1[CH:6]=[CH:5][CH:4]=[C:3]([CH:7]2[CH2:13][CH:12]3[CH2:14][CH:9]([CH2:10][NH:11]3)[CH2:8]2)[CH:2]=1. Procedure details: To a solution of a mixture of t-butyl 3-(3-pyridinyl)-6-azabicyclo[3.2.1]oct-2-ene-6-carboxylate and t-butyl 3-(3-pyridinyl)-6-azabicyclo[3.2.1]oct-3-ene-6-carboxylate (150 mg) in methanol (5 ml) was added catalytic 10% Pd/C and the mixture was subjected to hydrogenolysis (45 psi) for 48 h. The reaction was filtered through Celite and concentrated by rotary evaporation, and then the residue was taken up in dichloromethane (1 ml) and treated with trifluoroacetic acid (2 ml). After 3 h, the mixtur...